The task is: describe an organic reaction: reactants, conditions, products, and yield. This data is from the Open Reaction Database (ORD), a public repository of structured organic reaction records. Reactants: Nc1cc(Br)ccc1[N+](=O)[O-], [C-]#N, [C-]#N, CN(C)C=O, [Zn+2]. The product is N#Cc1ccc([N+](=O)[O-])c(N)c1. As a reaction SMILES: [Br:1][c:2]1[cH:3][cH:4][c:5]([N+:9](=[O:10])[O-:11])[c:6]([NH2:7])[cH:8]1.[C-:17]#[N:18].[C-:20]#[N:21].[CH3:12][N:13]([CH3:14])[CH:15]=[O:16].[Zn+2:19]>>[c:2]1([C:12]#[N:13])[cH:3][cH:4][c:5]([N+:9](=[O:10])[O-:11])[c:6]([NH2:7])[cH:8]1.